Dataset: the Open Reaction Database (ORD), a public repository of structured organic reaction records. Task: describe an organic reaction: reactants, conditions, products, and yield Reactants: P(=O)([O-])([O-])[O-].[K+].[K+].[K+] (potassium phosphate), [Na+].[Cl-] (NaCl), O=C[C@H](O)[C@@H](O)[C@H](O)[C@H](O)CO (glucose), ClCC(CC(=O)OCC)=O (ethyl 4-chloroacetoacetate), O=C[C@H](O)[C@@H](O)[C@H](O)[C@H](O)CO (Glucose), O=C[C@H](O)[C@@H](O)[C@H](O)[C@H](O)CO (glucose), C(=O)([O-])[O-].[Na+].[Na+] (Na2CO3), C1=CC(=C[N+](=C1)[C@H]2[C@@H]([C@@H]([C@H](O2)COP(=O)(O)OP(=O)(O)OC[C@@H]3[C@H]([C@H]([C@@H](O3)N4C=NC5=C4N=CN=C5N)OP(=O)(O)O)O)O)O)C(=O)N (NADP), 10. Run in C(C)(=O)OCCCC (butyl acetate), C(C)(=O)OCCCC (butyl acetate). Run at time 3 hour. Yields the product ClC[C@H](CC(=O)OCC)O (ethyl (S)-4-chloro-3-hydroxybutyrate). Yield: 97.0%. Reaction SMILES: P([O-])([O-])([O-])=O.[K+].[K+].[K+].[Na+].[Cl-].O=C[C@@H]([C@H]([C@@H]([C@@H](CO)O)O)O)O.C1C=[N+]([C@@H]2O[C@H](COP(OP(OC[C@H]3O[C@@H](N4C5N=CN=C(N)C=5N=C4)[C@H](OP(O)(O)=O)[C@@H]3O)(O)=O)(O)=O)[C@@H](O)[C@H]2O)C=C(C(N)=O)C=1.[Cl:71][CH2:72][C:73](=[O:80])[CH2:74][C:75]([O:77][CH2:78][CH3:79])=[O:76].C([O-])([O-])=O.[Na+].[Na+]>C(OCCCC)(=O)C>[Cl:71][CH2:72][C@@H:73]([OH:80])[CH2:74][C:75]([O:77][CH2:78][CH3:79])=[O:76] |f:0.1.2.3,4.5,9.10.11|. Procedure details: To a well-stirred solution of 100 mM potassium phosphate buffer, 500 mM NaCl, pH 7 (1 L) at room temperature was added glucose (160 g, 830 mmoles, 1.1 equiv). To this was added ketoreductase SEQ ID NO: 2 (0.9 g), glucose dehydrogenase S06 SEQ ID. NO: 10 (0.5 g) and NADP (0.5 g) as lyophilized powders. Once dissolved, butyl acetate (500 mL) was added to form an emulsion. To this emulsion was added a solution of ethyl 4-chloroacetoacetate (100 g, 608 mmoles) in butyl acetate (500 mL), dropwise ove... Reactants: C(#C)C=1C=NN2C1N=C(C=C2C(F)(F)F)C2=CC=C(C=C2)C(F)(F)F (3-ethynyl-7-trifluoromethyl-5-(4-trifluoromethyl-phenyl)-pyrazolo[1,5-a]pyrimidine), BrC=1C=C(C=CC1)S(=O)(=O)NC (3-Bromo-N-methyl-benzenesulfonamide). Yields the product CNS(=O)(=O)C1=CC(=CC=C1)C#CC=1C=NN2C1N=C(C=C2C(F)(F)F)C2=CC=C(C=C2)C(F)(F)F (N-Methyl-3-[7-trifluoromethyl-5-(4-trifluoromethyl-phenyl)-pyrazolo[1,5-a]pyrimidin-3-ylethynyl]-benzenesulfonamide), solid. The yield is 68.0%. As a reaction SMILES: [C:1]([C:3]1[CH:4]=[N:5][N:6]2[C:11]([C:12]([F:15])([F:14])[F:13])=[CH:10][C:9]([C:16]3[CH:21]=[CH:20][C:19]([C:22]([F:25])([F:24])[F:23])=[CH:18][CH:17]=3)=[N:8][C:7]=12)#[CH:2].Br[C:27]1[CH:28]=[C:29]([S:33]([NH:36][CH3:37])(=[O:35])=[O:34])[CH:30]=[CH:31][CH:32]=1>>[CH3:37][NH:36][S:33]([C:29]1[CH:28]=[CH:27][CH:32]=[C:31]([C:2]#[C:1][C:3]2[CH:4]=[N:5][N:6]3[C:11]([C:12]([F:14])([F:13])[F:15])=[CH:10][C:9]([C:16]4[CH:21]=[CH:20][C:19]([C:22]([F:25])([F:24])[F:23])=[CH:18][CH:17]=4)=[N:8][C:7]=23)[CH:30]=1)(=[O:34])=[O:35]. Procedure: The title compound was prepared from 3-ethynyl-7-trifluoromethyl-5-(4-trifluoromethyl-phenyl)-pyrazolo[1,5-a]pyrimidine (example C.1) (355 mg, 1.0 mmol) and 3-bromo-N-methyl-benzenesulfonamide (example B.32) (225 mg, 1.0 mmol) according to general procedure II. Obtained as a yellow solid (360 mg, 68%). MS (ISP) 525.2 [(M+H)+]; mp 213-214° C. Reactants: ClCCl, CN(C)CCN(C)C, C[Si](C)(C)I, I, O=C1CCCc2ccc([N+](=O)[O-])cc2N1. The product is O=C1Nc2cc([N+](=O)[O-])ccc2CCC1I. As a reaction SMILES: [CH2:30]([Cl:31])[Cl:32].[CH3:16][N:17]([CH3:18])[CH2:19][CH2:20][N:21]([CH3:22])[CH3:23].[I:24][Si:25]([CH3:26])([CH3:27])[CH3:28].[I:29].[N+:1](=[O:2])([O-:3])[c:4]1[cH:5][c:6]2[c:7]([cH:14][cH:15]1)[CH2:8][CH2:9][CH2:10][C:11](=[O:13])[NH:12]2>>[N+:1](=[O:2])([O-:3])[c:4]1[cH:5][c:6]2[c:7]([cH:14][cH:15]1)[CH2:8][CH2:9][CH:10]([I:24])[C:11](=[O:13])[NH:12]2. The reactants are CC=1C=CC(=CC1)CN (p-tolylmethanamine), C1(OC([C@@H]2CCCC[C@H]12)=O)=O (racemic cis-hexahydroisobenzofuran-1,3-dione), Intermediate I, CC1=CC=C(CNC=2C(=CC=C(C2)OCC2=NC=C(C=C2)C)N)C=C1 (N1-(4-methylbenzyl)-5-((5-methylpyridin-2-yl)methoxy)benzene-1,2-diamine). The product is CC1=CC=C(CN2C(=NC3=C2C=C(C=C3)OCC3=NC=C(C=C3)C)[C@@H]3[C@@H](CCCC3)C(=O)O)C=C1 (racemic cis-2-{1-(4-Methylbenzyl)-6-[(5-methylpyridin-2-yl)methoxy]-1H-benzimidazol-2-yl}cyclohexanecarboxylic acid). Reaction SMILES: CC1C=CC(CN)=CC=1.[CH3:10][C:11]1[CH:34]=[CH:33][C:14]([CH2:15][NH:16][C:17]2[C:18]([NH2:32])=[CH:19][CH:20]=[C:21]([O:23][CH2:24][C:25]3[CH:30]=[CH:29][C:28]([CH3:31])=[CH:27][N:26]=3)[CH:22]=2)=[CH:13][CH:12]=1.[C:35]1(=[O:45])[C@@H:43]2[C@@H:38]([CH2:39][CH2:40][CH2:41][CH2:42]2)[C:37](=O)[O:36]1>>[CH3:10][C:11]1[CH:12]=[CH:13][C:14]([CH2:15][N:16]2[C:17]3[CH:22]=[C:21]([O:23][CH2:24][C:25]4[CH:30]=[CH:29][C:28]([CH3:31])=[CH:27][N:26]=4)[CH:20]=[CH:19][C:18]=3[N:32]=[C:37]2[C@H:38]2[CH2:39][CH2:40][CH2:41][CH2:42][C@H:43]2[C:35]([OH:45])=[O:36])=[CH:33][CH:34]=1. Procedure: The title compound was prepared using analogous conditions described for Example 1 using p-tolylmethanamine in Step A then for Intermediate I using N1-(4-methylbenzyl)-5-((5-methylpyridin-2-yl)methoxy)benzene-1,2-diamine and racemic cis-hexahydroisobenzofuran-1,3-dione followed by the hydrolysis according to Example Example 111. MS (ESI): mass calcd. for C29H31N3O3, 469.24; m/z found, 470.3 [M+H]+. 1H NMR (500 MHz, CD3OD) δ 8.50 (s, 1H), 8.02 (d, J=8.1, 1H), 7.74 (d, J=9.0, 1H), 7.69 (d, J=8.1, ... Reactants: ClC(Cl)Cl, FC(F)Cl, O=C(O)c1cc(O)cc(Cl)c1, [Na+], [OH-]. Product: O=C(O)c1cc(Cl)cc(OC(F)F)c1. Reaction SMILES: [CH:18]([Cl:19])([Cl:20])[Cl:21].[Cl:14][CH:15]([F:16])[F:17].[Cl:1][c:2]1[cH:3][c:4]([C:5](=[O:6])[OH:7])[cH:8][c:9]([OH:11])[cH:10]1.[Na+:13].[OH-:12]>>[Cl:1][c:2]1[cH:3][c:4]([C:5](=[O:6])[OH:7])[cH:8][c:9]([O:11][CH:15]([F:16])[F:17])[cH:10]1. Reactants: CC(C)([O-])C.[K+] (potassium tert-butoxide), C1(=CC=CC=C1)S(=O)(=O)Cl (phenylsulfonyl chloride), CSC=1NC(C(N1)(C1=CC=CC=C1)C)=O (2-methylthio-4-methyl-4-phenyl-2-imidazolin-5-one), 10, CC(=O)C (acetone). Run in O (water), O1CCCC1 (THF), O1CCCC1 (tetrahydrofuran). Reaction conditions: time 1 hour. Yields the product C1(=CC=CC=C1)C1(N=C(N(C1=O)SC1=CC=CC=C1)SC)C (4-phenyl-4-methyl-1-(phenylthio)-2-methylthio-2-imidazolin-5-one). RXN SMILES: [CH3:1][S:2][C:3]1[NH:4][C:5](=[O:15])[C:6]([CH3:14])([C:8]2[CH:13]=[CH:12][CH:11]=[CH:10][CH:9]=2)[N:7]=1.CC(C)=O.CC(C)([O-])C.[K+].[C:26]1([S:32](Cl)(=O)=O)[CH:31]=[CH:30][CH:29]=[CH:28][CH:27]=1>O1CCCC1.O>[C:8]1([C:6]2([CH3:14])[C:5](=[O:15])[N:4]([S:32][C:26]3[CH:31]=[CH:30][CH:29]=[CH:28][CH:27]=3)[C:3]([S:2][CH3:1])=[N:7]2)[CH:13]=[CH:12][CH:11]=[CH:10][CH:9]=1 |f:2.3|. Reported procedure: 0.6 g (2.7 mmol) of 2-methylthio-4-methyl-4-phenyl-2-imidazolin-5-one in solution in 50 ml of anhydrous tetrahydrofuran (THF) is charged to a 10 0 ml, three-necked, round-bottomed flask under an inert atmosphere. The solution is stirred with a magnetic stirrer and is cooled to 0° C. (ice bath+acetone). 0.30 g (1 molar equivalent) of potassium tert-butoxide is added and the mixture is stirred for 10 minutes at 0° C. A solution containing 0.40 g of phenylsulfonyl chloride (phenylthio chloride) and... The reactants are C(C)C(C#N)(CC#N)N=NC1=CC=CC=C1 (ethyl 2-(phenyldiazenyl)succinonitrile), aqueous solution, C([O-])([O-])=O.[K+].[K+] (potassium carbonate). Solvent: ClCCl (dichloromethane). Reaction conditions: time 18 hour. Product: NC1=CC(=NN1C1=CC=CC=C1)C#N (5-amino-1-phenyl-1H-pyrazole-3-carbonitrile). Isolated yield 43.6%. Reaction SMILES: C([C:3]([N:9]=[N:10][C:11]1[CH:16]=[CH:15][CH:14]=[CH:13][CH:12]=1)([CH2:6][C:7]#[N:8])[C:4]#[N:5])C.C(=O)([O-])[O-].[K+].[K+]>ClCCl>[NH2:8][C:7]1[N:10]([C:11]2[CH:16]=[CH:15][CH:14]=[CH:13][CH:12]=2)[N:9]=[C:3]([C:4]#[N:5])[CH:6]=1 |f:1.2.3|. Procedure details: To a solution of ethyl 2-(phenyldiazenyl)succinonitrile (Preparation 55, 2.84 g, 15.43 mmol) in dichloromethane (103 mL) was added a 10% aqueous solution of potassium carbonate (77 mL, 55.71 mmol). The reaction was stirred at room temperature for 18 hours. The organic layer was separated dried over magnesium sulphate and concentrated in vacuo. The residue was purified using silica gel column chromatography eluting with 0-3% MeOH in DCM to afford the title compound (1.24 g, 44%). The reactants are CN(C)C=O, C(=NC1CCCCC1)=NC1CCCCC1, O=C(O)c1ccc(F)cc1, COC(=O)c1ccc(OCCN)cc1. The product is COC(=O)c1ccc(OCCNC(=O)c2ccc(F)cc2)cc1. RXN SMILES: [CH3:40][N:41]([CH3:42])[CH:43]=[O:44].[CH:25]1([N:26]=[C:27]=[N:28][CH:29]2[CH2:30][CH2:31][CH2:32][CH2:33][CH2:34]2)[CH2:35][CH2:36][CH2:37][CH2:38][CH2:39]1.[F:15][c:16]1[cH:17][cH:18][c:19]([C:20](=[O:21])[OH:22])[cH:23][cH:24]1.[NH2:1][CH2:2][CH2:3][O:4][c:5]1[cH:6][cH:7][c:8]([C:9](=[O:10])[O:11][CH3:12])[cH:13][cH:14]1>>[NH:1]([CH2:2][CH2:3][O:4][c:5]1[cH:6][cH:7][c:8]([C:9](=[O:10])[O:11][CH3:12])[cH:13][cH:14]1)[C:20]([c:19]1[cH:18][cH:17][c:16]([F:15])[cH:24][cH:23]1)=[O:21]. The reactants are Br, CCOCC, CCO, CCCNC1CCc2ccc(OC)cc2C1C, Cl. Yields the product Br, CCCNC1CCc2ccc(O)cc2C1C. RXN SMILES: [BrH:27].[CH2:22]([O:23][CH2:24][CH3:25])[CH3:26].[CH3:19][CH2:20][OH:21].[CH3:2][O:3][c:4]1[cH:5][cH:6][c:7]2[c:12]([cH:13]1)[CH:11]([CH3:14])[CH:10]([NH:15][CH2:16][CH2:17][CH3:18])[CH2:9][CH2:8]2.[ClH:1]>>[BrH:27].[OH:3][c:4]1[cH:5][cH:6][c:7]2[c:12]([cH:13]1)[CH:11]([CH3:14])[CH:10]([NH:15][CH2:16][CH2:17][CH3:18])[CH2:9][CH2:8]2. Reactants: C(C)(C)(C)OC(=O)N1CC(CCC1)CO (N-(t-butoxycarbonyl)-3-hydroxymethylpiperidine), C[N+]1(CCOCC1)[O-] (N-methyl-morpholine oxide). The reagents and catalysts are [Ru](=O)(=O)(=O)([O-])=O.C(CC)[N+](CCC)(CCC)CCC (tetrapropylammonium perruthenate oxide). The solvent is C(Cl)Cl (CH2Cl2). Reaction conditions: time 10 minute. Product: C(C)(C)(C)OC(=O)N1CC(CCC1)C=O ((+/−)-N-(t-butoxycarbonyl)-3-piperidinecarboxaldehyde). As a reaction SMILES: [C:1]([O:5][C:6]([N:8]1[CH2:13][CH2:12][CH2:11][CH:10]([CH2:14][OH:15])[CH2:9]1)=[O:7])([CH3:4])([CH3:3])[CH3:2].C[N+]1([O-])CCOCC1>C(Cl)Cl.[Ru](=O)([O-])(=O)(=O)=O.C([N+](CCC)(CCC)CCC)CC>[C:1]([O:5][C:6]([N:8]1[CH2:13][CH2:12][CH2:11][CH:10]([CH:14]=[O:15])[CH2:9]1)=[O:7])([CH3:4])([CH3:3])[CH3:2] |f:3.4|. Procedure: To a stirring solution of N-(t-butoxycarbonyl)-3-hydroxymethylpiperidine (3741 mg, 17.4 mmol, Aldrich) in dry CH2Cl2 (250 mL) was added 4 angstrom molecular sieves (500 mg) and N-methyl-morpholine oxide (3054 mg, 26.1 mmol, Aldrich). After 10 min, tetrapropylammonium perruthenate oxide (305 mg, 0.87 mmol, Aldrich) and the reaction was stirred for 2 h. The reaction was filtered through a pad of silica gel and the silica gel was washed with EtOAc. The organic layers were and conc. in vacuo to a co...